Dataset: the Open Reaction Database (ORD), a public repository of structured organic reaction records. Task: describe an organic reaction: reactants, conditions, products, and yield Reactants: C1=CC=C2C(=C1)C(=O)C(C2=O)(O)O (ninhydrin), Cl.FC1=C(C=CC=C1)NC(NN)=O (4-(2-fluorophenyl)-semicarbazide hydrochloride). The product is FC1=C(C=CC=C1)NC(NN=C1C(C2=CC=CC=C2C1=O)=O)=O (2-[4-(2-fluorophenyl)-semicarbazono]indan-1,3-dione). RXN SMILES: [CH:1]1[CH:6]=[C:5]2[C:7]([C:9](O)(O)[C:10](=[O:11])[C:4]2=[CH:3][CH:2]=1)=[O:8].Cl.[F:15][C:16]1[CH:21]=[CH:20][CH:19]=[CH:18][C:17]=1[NH:22][C:23](=[O:26])[NH:24][NH2:25]>>[F:15][C:16]1[CH:21]=[CH:20][CH:19]=[CH:18][C:17]=1[NH:22][C:23](=[O:26])[NH:24][N:25]=[C:9]1[C:10](=[O:11])[C:4]2[C:5](=[CH:6][CH:1]=[CH:2][CH:3]=2)[C:7]1=[O:8] |f:1.2|. Procedure: ninhydrin, 4-(2-fluorophenyl)-semicarbazide hydrochloride Reactants: CCOC(=O)C1=C(C)Nc2c(C(=O)OCC)ncn2C1c1cccc([N+](=O)[O-])c1, CCO, [K+], [OH-], O. Product: CCOC(=O)C1=C(C)Nc2c(C(=O)O)ncn2C1c1cccc([N+](=O)[O-])c1. As a reaction SMILES: [CH2:3]([CH3:4])[O:5][C:6](=[O:7])[C:8]1=[C:9]([CH3:31])[NH:10][c:11]2[n:12]([cH:23][n:24][c:25]2[C:26](=[O:27])[O:28][CH2:29][CH3:30])[CH:13]1[c:14]1[cH:15][c:16]([N+:20](=[O:21])[O-:22])[cH:17][cH:18][cH:19]1.[CH3:33][CH2:34][OH:35].[K+:2].[OH-:1].[OH2:32]>>[CH2:3]([CH3:4])[O:5][C:6](=[O:7])[C:8]1=[C:9]([CH3:31])[NH:10][c:11]2[n:12]([cH:23][n:24][c:25]2[C:26](=[O:27])[OH:28])[CH:13]1[c:14]1[cH:15][c:16]([N+:20](=[O:21])[O-:22])[cH:17][cH:18][cH:19]1. Reactants: C(=CCC)C=1C=C(C=CC1C(C)(C)C)S(=O)(=O)C1=CC(=C(C=C1)C(C)(C)C)C=CCC (3-butenyl-4-t-butylphenyl sulfone), C[SnH](C)C (trimethyltin hydride). Reagents/catalysts: [Hg] (mercury). Yields the product C(C)(C)(C)C1=CC=C(C=C1)S(=O)(=O)CCCC[Sn](C)(C)C (4-(4-t-butylphenylsulfonyl)butyltrimethylstannane). The yield is 20.3%. Reaction SMILES: [CH:1]([C:5]1[CH:6]=[C:7]([S:15]([C:18]2[CH:23]=[CH:22][C:21]([C:24]([CH3:27])([CH3:26])[CH3:25])=[C:20](C=CCC)[CH:19]=2)(=[O:17])=[O:16])C=CC=1C(C)(C)C)=CCC.[CH3:32][SnH:33]([CH3:35])[CH3:34]>[Hg]>[C:24]([C:21]1[CH:22]=[CH:23][C:18]([S:15]([CH2:7][CH2:6][CH2:5][CH2:1][Sn:33]([CH3:35])([CH3:34])[CH3:32])(=[O:17])=[O:16])=[CH:19][CH:20]=1)([CH3:27])([CH3:26])[CH3:25]. Reported procedure: An 80 ml, two-necked, pyrex glass Schlenk reaction tube containing a Teflon coated magnetic stir bar was swept thoroughly with nitrogen and maintained in an air-free condition. The tube was charged with 10.7 g (42.5 mmoles) of 3-butenyl-4-t-butylphenyl sulfone and 7.0 g (42.5 mmoles) of trimethyltin hydride, stoppered, and placed in a 20° C. water bath. The tube was irradiated for 70 hours by a 100 watt mercury vapor lamp which was situated in a large test tube and placed in the same bath 5-10 c... Reactants: C(C)(C)NC1=NS(C2=C(N1)C=C(C=C2)CC(=O)OCC)(=O)=O (Ethyl (3-isopropylamino-1,1-dioxo-1,4-dihydro-1λ6,2,4-benzothiadiazin-6-yl)acetate), Cl (hydrochloric acid). Solvent: [OH-].[Na+] (sodium hydroxide). Yields the product C(C)(C)NC1=NS(C2=C(N1)C=C(C=C2)CC(=O)O)(=O)=O ((3-Isopropylamino-1,1-dioxo-1,4-dihydro-1λ6,2,4-benzothiadiazin-6-yl)acetic acid). Isolated yield 84.6%. RXN SMILES: [CH:1]([NH:4][C:5]1[NH:10][C:9]2[CH:11]=[C:12]([CH2:15][C:16]([O:18]CC)=[O:17])[CH:13]=[CH:14][C:8]=2[S:7](=[O:22])(=[O:21])[N:6]=1)([CH3:3])[CH3:2].Cl>[OH-].[Na+]>[CH:1]([NH:4][C:5]1[NH:10][C:9]2[CH:11]=[C:12]([CH2:15][C:16]([OH:18])=[O:17])[CH:13]=[CH:14][C:8]=2[S:7](=[O:21])(=[O:22])[N:6]=1)([CH3:3])[CH3:2] |f:2.3|. Reported procedure: Ethyl (3-isopropylamino-1,1-dioxo-1,4-dihydro-1λ6,2,4-benzothiadiazin-6-yl)acetate (0.22 g) was stirred in 5 ml of 4M aqueous sodium hydroxide at room temperature for 1 h. The reaction mixture was then acidified with 4M hydrochloric acid. The resulting precipitate was collected by filtration, the filter cake was rinsed with a small amount of water and dried to give 0.17 g of the title compound, m.p. 262-264° C. Starting materials: C(C)O (ethyl alcohol), C(C)N(CCCN1N=C(C2=C(C=CC=C12)Cl)N1C(C=2C(C1=O)=CC=CC2)=O)CC (1-(3-diethylaminopropyl)-3-phthalimido-4-chloroindazole), O.NN (hydrazine hydrate). Run in O (water). Run at time 3 hour. The product is C(C)N(CCCN1N=C(C2=C(C=CC=C12)Cl)N)CC (1-(3-diethylaminopropyl)-3-amino-4-chloroindazole). Isolated yield 84.9%. RXN SMILES: C(O)C.[CH2:4]([N:6]([CH2:31][CH3:32])[CH2:7][CH2:8][CH2:9][N:10]1[C:18]2[C:13](=[C:14]([Cl:19])[CH:15]=[CH:16][CH:17]=2)[C:12]([N:20]2C(=O)C3=CC=CC=C3C2=O)=[N:11]1)[CH3:5].O.NN>O>[CH2:31]([N:6]([CH2:4][CH3:5])[CH2:7][CH2:8][CH2:9][N:10]1[C:18]2[C:13](=[C:14]([Cl:19])[CH:15]=[CH:16][CH:17]=2)[C:12]([NH2:20])=[N:11]1)[CH3:32] |f:2.3|. Procedure: To 70 ml of ethyl alcohol was added 3.50 g of 1-(3-diethylaminopropyl)-3-phthalimido-4-chloroindazole. The mixture was added with 2.50 g of 85% hydrazine hydrate under cooling with ice and stirred for 3 hours under cooling with ice. The reaction mixture was filtered and the filtrate was condensed under reduced pressure. The condensed residue was added with 20 ml of water and extracted with chloroform. The chloroform layer was extracted with 2N-hydrochloric acid and the pH of the hydrochloric aci... The reactants are CN=C=S, CCOCC, CCOC(=O)C(=O)c1csc(N)n1. Yields the product CCOC(=O)C(=O)c1csc(NC(=S)NC)n1. RXN SMILES: [CH3:14][N:15]=[C:16]=[S:17].[CH3:18][CH2:19][O:20][CH2:21][CH3:22].[NH2:1][c:2]1[s:3][cH:4][c:5]([C:7]([C:8](=[O:9])[O:10][CH2:11][CH3:12])=[O:13])[n:6]1>>[NH:1]([c:2]1[s:3][cH:4][c:5]([C:7]([C:8](=[O:9])[O:10][CH2:11][CH3:12])=[O:13])[n:6]1)[C:16]([NH:15][CH3:14])=[S:17]. Reactants: Brc1cn2ccnc2c(Br)n1, CC(C)O, NC1CC1, CCN(C(C)C)C(C)C. Yields the product Brc1cn2ccnc2c(NC2CC2)n1. Reaction SMILES: [Br:14][c:15]1[n:16][c:17]([Br:24])[c:18]2[n:19]([cH:20]1)[cH:21][cH:22][n:23]2.[CH3:25][CH:26]([OH:27])[CH3:28].[CH:10]1([NH2:13])[CH2:11][CH2:12]1.[CH:1]([N:2]([CH:3]([CH3:4])[CH3:5])[CH2:6][CH3:7])([CH3:8])[CH3:9]>>[CH:10]1([NH:13][c:17]2[n:16][c:15]([Br:14])[cH:20][n:19]3[c:18]2[n:23][cH:22][cH:21]3)[CH2:11][CH2:12]1.